Dataset: the Open Reaction Database (ORD), a public repository of structured organic reaction records. Task: describe an organic reaction: reactants, conditions, products, and yield Starting materials: [H][H] (hydrogen), 45, ON1C=C(C2=NC(=CC=C21)N)C=2CCN(CC2)C (1-hydroxy-5-amino-3-(1-methyl-1,2,3,6-tetrahydropyridin-4-yl)pyrrolo-[3,2-b]pyridine). Reagents/catalysts: [Pd] (palladium on carbon). The solvent is O (water). Run at time 3 hour. Product: NC1=CC=C2C(=N1)C(=CN2)C2CCN(CC2)C (5-amino-3-(1-methylpiperidin-4-yl)pyrrolo[3,2-b]pyridine). Isolated yield 81.3%. Reaction SMILES: O[N:2]1[C:10]2[C:5](=[N:6][C:7]([NH2:11])=[CH:8][CH:9]=2)[C:4]([C:12]2[CH2:13][CH2:14][N:15]([CH3:18])[CH2:16][CH:17]=2)=[CH:3]1.[H][H]>[Pd].O>[NH2:11][C:7]1[N:6]=[C:5]2[C:4]([CH:12]3[CH2:13][CH2:14][N:15]([CH3:18])[CH2:16][CH2:17]3)=[CH:3][NH:2][C:10]2=[CH:9][CH:8]=1. Procedure details: A suspension of 1 gm (3.15 mMol) 1-hydroxy-5-amino-3-(1-methyl-1,2,3,6-tetrahydropyridin-4-yl)pyrrolo[3,2-b]pyridine (H) dihydrochloride and 0.20 gm 10% palladium on carbon in 10 mL demineralized water was hydrogenated at ambient temperature with an initial hydrogen pressure of 45 p.s.i. After four hours the reaction mixture was filtered and the filtrate treated with 6 mL 2N aqueous sodium hydroxide. After the addition of 0.2 mL tetrahydrofuran the reaction mixture was stirred for 3 hours and th... The reactants are C(C)C=1C=NC=C(C1CO)F ((3-ethyl-5-fluoropyridin-4-yl)methanol), BrP(Br)Br (tribromophosphane). Solvent: ClCCl (dichloromethane). Conditions: time 8 hour. The product is Br.BrCC1=C(C=NC=C1F)CC (4-(bromomethyl)-3-ethyl-5-fluoropyridine hydrobromide). RXN SMILES: [CH2:1]([C:3]1[CH:4]=[N:5][CH:6]=[C:7]([F:11])[C:8]=1[CH2:9]O)[CH3:2].[Br:12]P(Br)Br>ClCCl>[BrH:12].[Br:12][CH2:9][C:8]1[C:7]([F:11])=[CH:6][N:5]=[CH:4][C:3]=1[CH2:1][CH3:2] |f:3.4|. Reported procedure: To a solution of (3-ethyl-5-fluoropyridin-4-yl)methanol (1.5 g, 9.7 mmol) in anhydrous dichloromethane (75 mL) was added tribromophosphane (1 mL, 10.5 mmol). The mixture was stirred at room temperature overnight. Dichloromethane was evaporated. The residue was dried in vacuo, affording 4-(bromomethyl)-3-ethyl-5-fluoropyridine hydrobromide. The crude product was used without further purification.